This data is from the Open Reaction Database (ORD), a public repository of structured organic reaction records. The task is: describe an organic reaction: reactants, conditions, products, and yield Starting materials: O=c1[nH]c2cccnc2n1-c1ccc(OCc2ccccc2)cc1, CO. Yields the product O=c1[nH]c2cccnc2n1-c1ccc(O)cc1. As a reaction SMILES: [CH2:1]([c:2]1[cH:3][cH:4][cH:5][cH:6][cH:7]1)[O:8][c:9]1[cH:10][cH:11][c:12](-[n:15]2[c:16](=[O:24])[nH:17][c:18]3[c:19]2[n:20][cH:21][cH:22][cH:23]3)[cH:13][cH:14]1.[CH3:25][OH:26]>>[OH:8][c:9]1[cH:10][cH:11][c:12](-[n:15]2[c:16](=[O:24])[nH:17][c:18]3[c:19]2[n:20][cH:21][cH:22][cH:23]3)[cH:13][cH:14]1. The reactants are C([O-])(O)=O.[Na+] (sodium bicarbonate), BrC1=C(C=C(C=C1)OCC)OC(C)C (1-bromo-4-ethoxy-2-isopropoxy-benzene), CN(C)C=O (DMF). Reagents/catalysts: [C-]#N.[Zn+2].[C-]#N (zinc cyanide), [Pd].C1(=CC=CC=C1)P(C1=CC=CC=C1)C1=CC=CC=C1.C1(=CC=CC=C1)P(C1=CC=CC=C1)C1=CC=CC=C1.C1(=CC=CC=C1)P(C1=CC=CC=C1)C1=CC=CC=C1.C1(=CC=CC=C1)P(C1=CC=CC=C1)C1=CC=CC=C1 (tetrakis(triphenylphosphine)-palladium (0)). Run in C(C)OCC (diethyl ether). Run at temperature 102.5 celsius. Product: C(C)OC1=CC(=C(C#N)C=C1)OC(C)C (4-ethoxy-2-isopropoxy-benzonitrile). Isolated yield 81.0%. Reaction SMILES: Br[C:2]1[CH:7]=[CH:6][C:5]([O:8][CH2:9][CH3:10])=[CH:4][C:3]=1[O:11][CH:12]([CH3:14])[CH3:13].C(=O)(O)[O-].[Na+].[CH3:20][N:21](C=O)C>C(OCC)C.[C-]#N.[Zn+2].[C-]#N.[Pd].C1(P(C2C=CC=CC=2)C2C=CC=CC=2)C=CC=CC=1.C1(P(C2C=CC=CC=2)C2C=CC=CC=2)C=CC=CC=1.C1(P(C2C=CC=CC=2)C2C=CC=CC=2)C=CC=CC=1.C1(P(C2C=CC=CC=2)C2C=CC=CC=2)C=CC=CC=1>[CH2:9]([O:8][C:5]1[CH:6]=[CH:7][C:2]([C:20]#[N:21])=[C:3]([O:11][CH:12]([CH3:14])[CH3:13])[CH:4]=1)[CH3:10] |f:1.2,5.6.7,8.9.10.11.12|. Procedure: To a solution of 1-bromo-4-ethoxy-2-isopropoxy-benzene (0.48 g, 1.85 mmol) in DMF (5 mL) was added zinc cyanide (217 mg, 1.85 mmol). The reaction was degassed by passing argon through the mixture for 2 h before tetrakis(triphenylphosphine)-palladium (0) (0.21 g, 0.185 mmol) was added. The reaction mixture was heated at 100-105° C. under argon for 12 h. The reaction mixture was taken up in diethyl ether (50 mL) and saturated sodium bicarbonate solution (5 mL). The product was extracted with dieth... Starting materials: C(C1=CC=CC=C1)OC1=C2N(C(=NC1=O)CC1(CCCC1)C1=CC=C(C=C1)Cl)CCN(C2=O)C (9-Benzyloxy-6-[1-(4-chlorophenyl)-cyclopentylmethyl]-2-methyl-3,4-dihydro-2H-pyrazino[1,2-c]pyrimidine-1,8-dione), C1(=C(C=CC=C1)CC1=NC(C(=C2N1CCN(C2=O)C)O)=O)C2=CC=CC=C2 (6-biphenyl-2-ylmethyl-9-hydroxy-2-methyl-3,4-dihydro-2H-pyrazino[1,2-c]pyrimidine-1,8-dione). The product is ClC1=CC=C(C=C1)C1(CCCC1)CC1=NC(C(=C2N1CCN(C2=O)C)O)=O (6-[1-(4-chlorophenyl)-cyclopentylmethyl]-9-hydroxy-2-methyl-3,4-dihydro-2H-pyrazino[1,2-c]pyrimidine-1,8-dione). Yield: 66.3%. As a reaction SMILES: C([O:8][C:9]1[C:14](=[O:15])[N:13]=[C:12]([CH2:16][C:17]2([C:22]3[CH:27]=[CH:26][C:25]([Cl:28])=[CH:24][CH:23]=3)[CH2:21][CH2:20][CH2:19][CH2:18]2)[N:11]2[CH2:29][CH2:30][N:31]([CH3:34])[C:32](=[O:33])[C:10]=12)C1C=CC=CC=1.C1(C2C=CC=CC=2)C=CC=CC=1CC1N2CCN(C)C(=O)C2=C(O)C(=O)N=1>>[Cl:28][C:25]1[CH:26]=[CH:27][C:22]([C:17]2([CH2:16][C:12]3[N:11]4[CH2:29][CH2:30][N:31]([CH3:34])[C:32](=[O:33])[C:10]4=[C:9]([OH:8])[C:14](=[O:15])[N:13]=3)[CH2:21][CH2:20][CH2:19][CH2:18]2)=[CH:23][CH:24]=1. Reported procedure: 6-[1-(4-chlorophenyl)-cyclopentylmethyl]-9-hydroxy-2-methyl-3,4-dihydro-2H-pyrazino[1,2-c]pyrimidine-1,8-dione (32-02) (296 mg, 66.3%) was synthesized from 9-benzyloxy-6-[1-(4-chlorophenyl)cyclopentylmethyl]-2-methyl-3,4-dihydro-2H-pyrazino[1,2-c]pyrimidine-1,8-dione (31-02) (500 mg, 1.151 mmol) as an off-white solid following the procedure as described for 6-biphenyl-2-ylmethyl-9-hydroxy-2-methyl-3,4-dihydro-2H-pyrazino[1,2-c]pyrimidine-1,8-dione (12-01). The reactants are BrB(Br)Br, ClCCCl, COc1ccc(C(=O)c2c(F)c(F)c(F)c(F)c2F)cc1, O. The product is O=C(c1ccc(O)cc1)c1c(F)c(F)c(F)c(F)c1F. RXN SMILES: [B:22]([Br:23])([Br:24])[Br:25].[CH2:27]([Cl:28])[CH2:29][Cl:30].[F:1][c:2]1[c:3]([C:4](=[O:5])[c:6]2[cH:7][cH:8][c:9]([O:12][CH3:13])[cH:10][cH:11]2)[c:14]([F:21])[c:15]([F:20])[c:16]([F:19])[c:17]1[F:18].[OH2:26]>>[F:1][c:2]1[c:3]([C:4](=[O:5])[c:6]2[cH:7][cH:8][c:9]([OH:12])[cH:10][cH:11]2)[c:14]([F:21])[c:15]([F:20])[c:16]([F:19])[c:17]1[F:18]. Starting materials: Brc1nnc(-c2ccccc2)s1, CCCCCC1CCC(CO)CC1, CN(C)C=O, [H-], [Na+]. Yields the product CCCCCC1CCC(COc2nnc(Br)s2)CC1. As a reaction SMILES: [Br:16][c:17]1[s:18][c:19](-[c:22]2[cH:23][cH:24][cH:25][cH:26][cH:27]2)[n:20][n:21]1.[CH2:1]([CH2:2][CH2:3][CH2:4][CH3:5])[CH:6]1[CH2:7][CH2:8][CH:9]([CH2:12][OH:13])[CH2:10][CH2:11]1.[CH3:28][N:29]([CH3:30])[CH:31]=[O:32].[H-:14].[Na+:15]>>[CH2:1]([CH2:2][CH2:3][CH2:4][CH3:5])[CH:6]1[CH2:7][CH2:8][CH:9]([CH2:12][O:13][c:19]2[s:18][c:17]([Br:16])[n:21][n:20]2)[CH2:10][CH2:11]1.